This data is from the Open Reaction Database (ORD), a public repository of structured organic reaction records. The task is: describe an organic reaction: reactants, conditions, products, and yield Reactants: C(C)(=O)OC1=CC=C(C=C1)/C=C/C(=O)NC1=C(C(=O)OC(C)(C)C)C=CC(=C1)OC1=CC=CC=C1 (tert-butyl 2-((E)-3-(4-acetoxyphenyl)acrylamido)-4-phenoxybenzoate). Run in FC(C(=O)O)(F)F (trifluoroacetic acid). Reaction conditions: time 2 hour. Product: C(C)(=O)OC1=CC=C(C=C1)/C=C/C(=O)NC1=C(C(=O)O)C=CC(=C1)OC1=CC=CC=C1 (2-((E)-3-(4-acetoxyphenyl)acrylamido)-4-phenoxybenzoic acid). Reaction SMILES: [C:1]([O:4][C:5]1[CH:10]=[CH:9][C:8](/[CH:11]=[CH:12]/[C:13]([NH:15][C:16]2[CH:28]=[C:27]([O:29][C:30]3[CH:35]=[CH:34][CH:33]=[CH:32][CH:31]=3)[CH:26]=[CH:25][C:17]=2[C:18]([O:20]C(C)(C)C)=[O:19])=[O:14])=[CH:7][CH:6]=1)(=[O:3])[CH3:2]>FC(F)(F)C(O)=O>[C:1]([O:4][C:5]1[CH:10]=[CH:9][C:8](/[CH:11]=[CH:12]/[C:13]([NH:15][C:16]2[CH:28]=[C:27]([O:29][C:30]3[CH:35]=[CH:34][CH:33]=[CH:32][CH:31]=3)[CH:26]=[CH:25][C:17]=2[C:18]([OH:20])=[O:19])=[O:14])=[CH:7][CH:6]=1)(=[O:3])[CH3:2]. Reported procedure: 10 mL of trifluoroacetic acid was added to the obtained tert-butyl 2-((E)-3-(4-acetoxyphenyl)acrylamido)-4-phenoxybenzoate and stirred at room temperature for 2 hours. The solvent was evaporated under reduced pressure and the obtained residue was purified with reversed-phase silica gel column chromatography [eluent; 60-100% acetonitrile/0.1% trifluoroacetic acid aqueous solution] to obtain 34 mg of 2-((E)-3-(4-acetoxyphenyl)acrylamido)-4-phenoxybenzoic acid as white solid. The reactants are BrC=1C=C2CCC(C2=CC1)=O (5-bromo-1-indanone), [N-]=[N+]=[N-].[Na+] (NaN3), CCOC(=O)C (EtOAc). The solvent is C1=CC=CC=C1 (benzene), OS(=O)(=O)O (H2SO4). Product: BrC=1C=C2CCNC(C2=CC1)=O (6-Bromo-3,4-dihydro-1(1H)-isoquinolinone). RXN SMILES: [Br:1][C:2]1[CH:3]=[C:4]2[C:8](=[CH:9][CH:10]=1)[C:7](=[O:11])[CH2:6][CH2:5]2.[N-:12]=[N+]=[N-].[Na+].CCOC(C)=O>C1C=CC=CC=1.OS(O)(=O)=O>[Br:1][C:2]1[CH:3]=[C:4]2[C:8](=[CH:9][CH:10]=1)[C:7](=[O:11])[NH:12][CH2:6][CH2:5]2 |f:1.2|. Procedure: To a rapidly stirred solution of 5-bromo-1-indanone (Aldrich) (15.0 g, 71.1 mmol) in benzene (200 mL) and H2SO4 (38 mL) was added NaN3 portionwise over 20 minutes. The mixture was diluted EtOAc, washed with water then brine, dried and evaporated. Chromatography of the residue (silica gel; hexane/EtOAc 1:1) afforded the title compound as a solid. As a reaction SMILES: [Br:1][c:2]1[c:3]([OH:17])[c:4]2[c:5]([n:6][c:7]([NH:9][C:10](=[O:11])[NH:12][CH2:13][CH3:14])[s:8]2)[cH:15][cH:16]1.[C:18](=[O:19])([O-:20])[O-:21].[I:24][CH3:25].[K+:22].[K+:23].[O:26]=[CH:27][N:28]([CH3:29])[CH3:30]>>[Br:1][c:2]1[c:3]([O:17][CH3:18])[c:4]2[c:5]([n:6][c:7]([NH:9][C:10](=[O:11])[NH:12][CH2:13][CH3:14])[s:8]2)[cH:15][cH:16]1. The product is CCNC(=O)Nc1nc2ccc(Br)c(OC)c2s1. Reactants: CCNC(=O)Nc1nc2ccc(Br)c(O)c2s1, O=C([O-])[O-], CI, [K+], [K+], CN(C)C=O. The reactants are C(C1=CC=CC=C1)OC(=O)NCC(CC(=O)O)O (4-benzyloxycarbonylamino-3-hydroxy-butyric acid), C(C1=CC=CC=C1)Br (benzyl bromide). The reagents and catalysts are [Br-].C(CCC)[N+](CCCC)(CCCC)CCCC (tetra-n-butyl ammonium bromide). Solvent: ClCCl (dichloromethane), C(=O)(O)[O-].[Na+] (NaHCO3). Conditions: time 72 hour. Yields the product C(C1=CC=CC=C1)OC(CC(CNC(=O)OCC1=CC=CC=C1)O)=O (4-benzyloxycarbonylamino-3-hydroxy-butyric acid benzyl ester). As a reaction SMILES: [CH2:1]([O:8][C:9]([NH:11][CH2:12][CH:13]([OH:18])[CH2:14][C:15]([OH:17])=[O:16])=[O:10])[C:2]1[CH:7]=[CH:6][CH:5]=[CH:4][CH:3]=1.[CH2:19](Br)[C:20]1[CH:25]=[CH:24][CH:23]=[CH:22][CH:21]=1>[Br-].C([N+](CCCC)(CCCC)CCCC)CCC.ClCCl.C([O-])(O)=O.[Na+]>[CH2:19]([O:16][C:15](=[O:17])[CH2:14][CH:13]([OH:18])[CH2:12][NH:11][C:9]([O:8][CH2:1][C:2]1[CH:3]=[CH:4][CH:5]=[CH:6][CH:7]=1)=[O:10])[C:20]1[CH:25]=[CH:24][CH:23]=[CH:22][CH:21]=1 |f:2.3,5.6|. Procedure: To a mixture of 5.0 g (19.7 mmol) 4-benzyloxycarbonylamino-3-hydroxy-butyric acid and 6.36 g (1 equiv.) tetra-n-butyl ammonium bromide in 70 ml dichloromethane and 50 ml of an aqueous saturated NaHCO3-solution were added 2.35 ml (1 equiv.) benzyl bromide. The resulting mixture was stirred vigorously for 72 h at room temperature. The organic layer was separated, washed three times with brine, dried over anhydrous MgSO4 and concentrated under reduced pressure. Purification by flash chromatography ... Starting materials: CC(=O)N(Cc1ccccc1C(=O)O)c1ccccc1Oc1ccccc1, O=C([O-])[O-], CN(C)C=O, [K+], [K+], O, CCOS(=O)(=O)OCC. The product is CCOC(=O)c1ccccc1CN(C(C)=O)c1ccccc1Oc1ccccc1. Reaction SMILES: [C:1]([CH3:2])(=[O:3])[N:4]([c:5]1[c:6]([O:11][c:12]2[cH:13][cH:14][cH:15][cH:16][cH:17]2)[cH:7][cH:8][cH:9][cH:10]1)[CH2:18][c:19]1[c:20]([C:25](=[O:26])[OH:27])[cH:21][cH:22][cH:23][cH:24]1.[C:28](=[O:29])([O-:30])[O-:31].[CH3:44][N:45]([CH3:46])[CH:47]=[O:48].[K+:32].[K+:33].[OH2:43].[S:34]([O:35][CH2:36][CH3:37])([O:40][CH2:38][CH3:39])(=[O:41])=[O:42]>>[C:1]([CH3:2])(=[O:3])[N:4]([c:5]1[c:6]([O:11][c:12]2[cH:13][cH:14][cH:15][cH:16][cH:17]2)[cH:7][cH:8][cH:9][cH:10]1)[CH2:18][c:19]1[c:20]([C:25](=[O:26])[O:27][CH2:38][CH3:39])[cH:21][cH:22][cH:23][cH:24]1. Starting materials: [N+](=[N-])=C (diazomethane), COC1=CC=C(CN2C(C=CC3=CC(=CC=C23)/C=C/C(=O)OCC)=O)C=C1 ((E)-ethyl 3-(1-(4-methoxybenzyl)-2-oxo-1,2-dihydroquinolin-6-yl)acrylate). Reagents/catalysts: C(C)(=O)[O-].[Pd+2].C(C)(=O)[O-] (palladium (II) acetate). The solvent is CCOCC (ether), C(C)OCC (diethyl ether). Reaction conditions: temperature -10 celsius, time 12 hour. Product: COC1=CC=C(CN2C(C=CC3=CC(=CC=C23)C2C(C2)C(=O)OCC)=O)C=C1 (ethyl 2-(1-(4-methoxybenzyl)-2-oxo-1,2-dihydroquinolin-6-yl)cyclopropanecarboxylate). Yield: 42.1%. Reaction SMILES: [CH3:1][O:2][C:3]1[CH:27]=[CH:26][C:6]([CH2:7][N:8]2[C:17]3[C:12](=[CH:13][C:14](/[CH:18]=[CH:19]/[C:20]([O:22][CH2:23][CH3:24])=[O:21])=[CH:15][CH:16]=3)[CH:11]=[CH:10][C:9]2=[O:25])=[CH:5][CH:4]=1.[N+](=[CH2:30])=[N-]>C(OCC)C.C([O-])(=O)C.[Pd+2].C([O-])(=O)C>[CH3:1][O:2][C:3]1[CH:27]=[CH:26][C:6]([CH2:7][N:8]2[C:17]3[C:12](=[CH:13][C:14]([CH:18]4[CH2:30][CH:19]4[C:20]([O:22][CH2:23][CH3:24])=[O:21])=[CH:15][CH:16]=3)[CH:11]=[CH:10][C:9]2=[O:25])=[CH:5][CH:4]=1 |f:3.4.5|. Procedure: To a stirred solution of (E)-ethyl 3-(1-(4-methoxybenzyl)-2-oxo-1,2-dihydroquinolin-6-yl)acrylate (1.2 g, 3.21 mmol) in diethyl ether (50 mL) was added palladium (II) acetate (0.031 g, 0.138 mmol). The reaction mixture was cooled to −10° C., and a cold solution of diazomethane (1.351 g, 32.1 mmol) in ether (generated from aqueous KOH (8 g, 143 mmol) and 1-methyl-1-nitrosourea (4 g, 38.8 mmol) at −15° C.) was added. The reaction mixture was stirred at room temperature for 12 h. The reaction mixtu... Reactants: B, COc1cc2nccc(Oc3ccc(NC(=O)COc4ccccc4Cl)cc3)c2cc1OC, Cl, [Na+], C1CCOC1, C1CCOC1, [OH-]. Product: COc1cc2nccc(Oc3ccc(NCCOc4ccccc4Cl)cc3)c2cc1OC. Reaction SMILES: [BH3:39].[CH3:1][O:2][c:3]1[cH:4][c:5]2[c:6]([O:15][c:16]3[cH:17][cH:18][c:19]([NH:22][C:23]([CH2:24][O:25][c:26]4[c:27]([Cl:32])[cH:28][cH:29][cH:30][cH:31]4)=[O:33])[cH:20][cH:21]3)[cH:7][cH:8][n:9][c:10]2[cH:11][c:12]1[O:13][CH3:14].[ClH:40].[Na+:42].[O:34]1[CH2:35][CH2:36][CH2:37][CH2:38]1.[O:43]1[CH2:44][CH2:45][CH2:46][CH2:47]1.[OH-:41]>>[CH3:1][O:2][c:3]1[cH:4][c:5]2[c:6]([O:15][c:16]3[cH:17][cH:18][c:19]([NH:22][CH2:23][CH2:24][O:25][c:26]4[c:27]([Cl:32])[cH:28][cH:29][cH:30][cH:31]4)[cH:20][cH:21]3)[cH:7][cH:8][n:9][c:10]2[cH:11][c:12]1[O:13][CH3:14]. Starting materials: NCCNC(NC1=CC=C2C=CNC2=C1C)=S (6-[-N′-(2-Aminoethyl)thioureido]-7-methylindole), N(=C=S)C1=CC=C2C=CNC2=C1C (6-isothiocyanato-7-methylindole), C(CN)N (ethylenediamine). Solvent: C1(=CC=CC=C1)C (toluene), C1(=CC=CC=C1)C (toluene). Yields the product CC=1C(=CC=C2C=CNC12)NN1C=NCC1 (7-Methyl-6-(2-imidazolinylamino)indole). As a reaction SMILES: NCC[NH:4][C:5](=S)[NH:6][C:7]1[C:15](C)=C2C(C=CN2)=CC=1.[N:18]([C:21]1[C:29]([CH3:30])=[C:28]2[C:24]([CH:25]=[CH:26][NH:27]2)=[CH:23][CH:22]=1)=C=S.C(N)CN>C1(C)C=CC=CC=1>[CH3:30][C:29]1[C:21]([NH:18][N:6]2[CH2:7][CH2:15][N:4]=[CH:5]2)=[CH:22][CH:23]=[C:24]2[C:28]=1[NH:27][CH:26]=[CH:25]2. Reported procedure: 6-[-N′-(2-Aminoethyl)thioureido]-7-methylindole. A solution of 6-isothiocyanato-7-methylindole (0.85 g, 4.52 mmol) in 25 mL of toluene is added to a solution of ethylenediamine (1.06 mL, 15.8 mmol) in 50 mL of toluene. The milky white mixture is stirred for 30 minutes as the desired product precipitates. The reaction is filtered to yield 1.1 g of 6-[-N′-(2-aminoethyl)thioureido]-7-methylindole as a flaky white solid (99% yield). Reactants: OC1=CC=C(CO)C=C1 (4-hydroxybenzyl alcohol), BrCCC (1-bromopropane), C([O-])([O-])=O.[K+].[K+] (potassium carbonate). The solvent is CC(=O)C (acetone). Yields the product C(CC)OC1=CC=C(CO)C=C1 (4-propoxybenzyl alcohol). Reaction SMILES: [OH:1][C:2]1[CH:9]=[CH:8][C:5]([CH2:6][OH:7])=[CH:4][CH:3]=1.Br[CH2:11][CH2:12][CH3:13].C(=O)([O-])[O-].[K+].[K+]>CC(C)=O>[CH2:11]([O:1][C:2]1[CH:9]=[CH:8][C:5]([CH2:6][OH:7])=[CH:4][CH:3]=1)[CH2:12][CH3:13] |f:2.3.4|. Reported procedure: A mixture (50 ml) of 4-hydroxybenzyl alcohol (1.5 g), 1-bromopropane (1.3 ml), potassium carbonate (2.5 g) and acetone (50 ml) was stirred at 60° C. for 8 hours. After concentration under reduced pressure, the residue was mixed with water and was extracted with ethyl acetate. The organic layer was washed with a 1N aqueous solution of sodium hydroxide and an aqueous saturated solution of sodium chloride, and was dried with magnesium sulfate. The resulting organic layer was concentrated under redu...